This data is from the Open Reaction Database (ORD), a public repository of structured organic reaction records. The task is: describe an organic reaction: reactants, conditions, products, and yield The reactants are CO, Cl, Cn1cc(-c2ccc3nnc(C(F)(F)c4ccc5nc(NC(=O)C6CC6)cn5n4)n3c2)cn1, O. Yields the product Cn1cc(-c2ccc3nnc(C(F)(F)c4ccc5nc(N)cn5n4)n3c2)cn1. As a reaction SMILES: [CH3:34][OH:35].[ClH:37].[F:1][C:2]([c:3]1[cH:4][cH:5][c:6]2[n:7]([n:8]1)[cH:9][c:10]([NH:12][C:13]([CH:14]1[CH2:15][CH2:16]1)=[O:17])[n:11]2)([c:18]1[n:19][n:20][c:21]2[n:22]1[cH:23][c:24](-[c:27]1[cH:28][n:29][n:30]([CH3:32])[cH:31]1)[cH:25][cH:26]2)[F:33].[OH2:36]>>[F:1][C:2]([c:3]1[cH:4][cH:5][c:6]2[n:7]([n:8]1)[cH:9][c:10]([NH2:12])[n:11]2)([c:18]1[n:19][n:20][c:21]2[n:22]1[cH:23][c:24](-[c:27]1[cH:28][n:29][n:30]([CH3:32])[cH:31]1)[cH:25][cH:26]2)[F:33]. Yields the product FC=1C=C(CN2[C@H](CC2)C(=O)O)C=CC1C=1SC2=NC(=CC=C2N1)C1(CC1)C1=CC=CC=C1 ((R)-1-(3-fluoro-4-(5-(1-phenylcyclopropyl)thiazolo[5,4-b]pyridin-2-yl)benzyl)azetidine-2-carboxylic acid). Reactants: FC=1C=C(C=O)C=CC1C=1SC2=NC(=CC=C2N1)C1(CC1)C1=CC=CC=C1 (3-fluoro-4-(5-(1-phenylcyclopropyl)thiazolo[5,4-b]pyridin-2-yl)benzaldehyde), N1[C@H](CC1)C(=O)O ((R)-azetidine-2-carboxylic acid). As a reaction SMILES: [F:1][C:2]1[CH:3]=[C:4]([CH:7]=[CH:8][C:9]=1[C:10]1[S:11][C:12]2[C:17]([N:18]=1)=[CH:16][CH:15]=[C:14]([C:19]1([C:22]3[CH:27]=[CH:26][CH:25]=[CH:24][CH:23]=3)[CH2:21][CH2:20]1)[N:13]=2)[CH:5]=O.[NH:28]1[CH2:31][CH2:30][C@@H:29]1[C:32]([OH:34])=[O:33]>>[F:1][C:2]1[CH:3]=[C:4]([CH:7]=[CH:8][C:9]=1[C:10]1[S:11][C:12]2[C:17]([N:18]=1)=[CH:16][CH:15]=[C:14]([C:19]1([C:22]3[CH:23]=[CH:24][CH:25]=[CH:26][CH:27]=3)[CH2:20][CH2:21]1)[N:13]=2)[CH2:5][N:28]1[CH2:31][CH2:30][C@@H:29]1[C:32]([OH:34])=[O:33]. Procedure: Reaction of 3-fluoro-4-(5-(1-phenylcyclopropyl)thiazolo[5,4-b]pyridin-2-yl)benzaldehyde (106.1 mg, 0.283 mmol) and (R)-azetidine-2-carboxylic acid (86 mg, 0.850 mmol) according to Reference R and the general procedure for reductive amination gave (R)-1-(3-fluoro-4-(5-(1-phenylcyclopropyl)thiazolo[5,4-b]pyridin-2-yl)benzyl)azetidine-2-carboxylic acid as a brown solid. MS (ESI) m/z: Calculated: 459.1; Observed: 460.1 (M++1). Procedure: 6-(3,5-dimethylisoxazol-4-yl)-4-(2-phenylpyridin-3-yl)-1H-benzo[d]imidazol-2(3H)-one was synthesized using 2-phenylpyridin-3-ylboronic acid and Cs2CO3 in a similar fashion as 6-(3,5-dimethylisoxazol-4-yl)-4-(6-methylquinolin-5-yl)-1H-benzo[d]imidazol-2(3H)-one (Example 2). Starting materials: C1(=CC=CC=C1)C1=NC=CC=C1B(O)O (2-phenylpyridin-3-ylboronic acid), C(=O)([O-])[O-].[Cs+].[Cs+] (Cs2CO3), CC1=NOC(=C1C=1C=C(C2=C(NC(N2)=O)C1)C1=C2C=CC=NC2=CC=C1C)C (6-(3,5-dimethylisoxazol-4-yl)-4-(6-methylquinolin-5-yl)-1H-benzo[d]imidazol-2(3H)-one). Product: CC1=NOC(=C1C=1C=C(C2=C(NC(N2)=O)C1)C=1C(=NC=CC1)C1=CC=CC=C1)C (6-(3,5-dimethylisoxazol-4-yl)-4-(2-phenylpyridin-3-yl)-1H-benzo[d]imidazol-2(3H)-one). RXN SMILES: [C:1]1([C:7]2[C:12](B(O)O)=[CH:11][CH:10]=[CH:9][N:8]=2)[CH:6]=[CH:5][CH:4]=[CH:3][CH:2]=1.C([O-])([O-])=O.[Cs+].[Cs+].[CH3:22][C:23]1[C:27]([C:28]2[CH:29]=[C:30](C3C(C)=CC=C4C=3C=CC=N4)[C:31]3[NH:35][C:34](=[O:36])[NH:33][C:32]=3[CH:37]=2)=[C:26]([CH3:49])[O:25][N:24]=1>>[CH3:22][C:23]1[C:27]([C:28]2[CH:29]=[C:30]([C:12]3[C:7]([C:1]4[CH:6]=[CH:5][CH:4]=[CH:3][CH:2]=4)=[N:8][CH:9]=[CH:10][CH:11]=3)[C:31]3[NH:35][C:34](=[O:36])[NH:33][C:32]=3[CH:37]=2)=[C:26]([CH3:49])[O:25][N:24]=1 |f:1.2.3|. The reactants are [C@H]12[C@H](NC[C@@H]2C1)CNC(=O)C1=C(N=C2SC=CN21)C (6-Methyl-imidazo[2,1-b]thiazole-5-carboxylic acid [(1S,2S,5R)-1-(3-aza-bicyclo[3.1.0]hex-2-yl)methyl]-amide), C(C)C1=CC=C(C=C1)C1=C(N=C(S1)C)C(=O)O (5-(4-Ethyl-phenyl)-2-methyl-thiazole-4-carboxylic acid). The product is C(C)C1=CC=C(C=C1)C1=C(N=C(S1)C)C(=O)N1[C@@H]([C@H]2C[C@H]2C1)CNC(=O)C1=C(N=C2SC=CN21)C (6-Methyl-imidazo[2,1-b]thiazole-5-carboxylic acid{(1S,2S,5R)-3-[5-(4-ethyl-phenyl)-2-methyl-thiazole-4-carbonyl]-3-aza-bicyclo[3.1.0]hex-2-ylmethyl}-amide). RXN SMILES: [C@H:1]12[CH2:6][C@H:5]1[CH2:4][NH:3][C@@H:2]2[CH2:7][NH:8][C:9]([C:11]1[N:18]2[C:14]([S:15][CH:16]=[CH:17]2)=[N:13][C:12]=1[CH3:19])=[O:10].[CH2:20]([C:22]1[CH:27]=[CH:26][C:25]([C:28]2[S:32][C:31]([CH3:33])=[N:30][C:29]=2[C:34](O)=[O:35])=[CH:24][CH:23]=1)[CH3:21]>>[CH2:20]([C:22]1[CH:23]=[CH:24][C:25]([C:28]2[S:32][C:31]([CH3:33])=[N:30][C:29]=2[C:34]([N:3]2[CH2:4][C@H:5]3[C@H:1]([CH2:6]3)[C@H:2]2[CH2:7][NH:8][C:9]([C:11]2[N:18]3[C:14]([S:15][CH:16]=[CH:17]3)=[N:13][C:12]=2[CH3:19])=[O:10])=[O:35])=[CH:26][CH:27]=1)[CH3:21]. Reported procedure: prepared by reaction of 6-Methyl-imidazo[2,1-b]thiazole-5-carboxylic acid [(1S,2S,5R)-1-(3-aza-bicyclo[3.1.0]hex-2-yl)methyl]-amide with 5-(4-Ethyl-phenyl)-2-methyl-thiazole-4-carboxylic acid. LC-MS (basic): tR=1.37 min; [M+H]+=506.1. Starting materials: BrB(Br)Br, O=C([O-])O, ClCCl, CC(C)O, ClC(Cl)Cl, COc1ccc2c(C(=O)c3ccc(OCCN4CCCCCC4)cc3)c(-c3cc(F)cc(F)c3F)ccc2c1, [Na+]. Yields the product O=C(c1ccc(OCCN2CCCCCC2)cc1)c1c(-c2cc(F)cc(F)c2F)ccc2cc(O)ccc12. RXN SMILES: [B:40]([Br:41])([Br:42])[Br:43].[C:44](=[O:45])([OH:46])[O-:47].[CH2:57]([Cl:58])[Cl:59].[CH:49]([OH:50])([CH3:51])[CH3:52].[CH:53]([Cl:54])([Cl:55])[Cl:56].[N:1]1([CH2:8][CH2:9][O:10][c:11]2[cH:12][cH:13][c:14]([C:17](=[O:18])[c:19]3[c:20](-[c:31]4[c:32]([F:39])[c:33]([F:38])[cH:34][c:35]([F:37])[cH:36]4)[cH:21][cH:22][c:23]4[cH:24][c:25]([O:29][CH3:30])[cH:26][cH:27][c:28]34)[cH:15][cH:16]2)[CH2:2][CH2:3][CH2:4][CH2:5][CH2:6][CH2:7]1.[Na+:48]>>[N:1]1([CH2:8][CH2:9][O:10][c:11]2[cH:12][cH:13][c:14]([C:17](=[O:18])[c:19]3[c:20](-[c:31]4[c:32]([F:39])[c:33]([F:38])[cH:34][c:35]([F:37])[cH:36]4)[cH:21][cH:22][c:23]4[cH:24][c:25]([OH:29])[cH:26][cH:27][c:28]34)[cH:15][cH:16]2)[CH2:2][CH2:3][CH2:4][CH2:5][CH2:6][CH2:7]1. Starting materials: CC(=O)O[BH-](OC(C)=O)OC(C)=O, O=C([O-])O, CC(=O)O, ClC(Cl)Cl, O=CCn1c(=O)ccc2cc(Cl)ccc21, [Na+], [Na+], CC(C)(C)OC(=O)N(Cc1ccc2c(c1)OCCO2)C1CCNCC1. The product is CC(C)(C)OC(=O)N(Cc1ccc2c(c1)OCCO2)C1CCN(CCn2c(=O)ccc3cc(Cl)ccc32)CC1. As a reaction SMILES: [C:41]([O:42][BH-:43]([O:44][C:45](=[O:46])[CH3:47])[O:48][C:49](=[O:50])[CH3:51])(=[O:52])[CH3:53].[C:55](=[O:56])([O-:57])[OH:58].[CH3:60][C:61](=[O:62])[OH:63].[CH:64]([Cl:65])([Cl:66])[Cl:67].[Cl:26][c:27]1[cH:28][c:29]2[cH:30][cH:31][c:32](=[O:40])[n:33]([CH2:37][CH:38]=[O:39])[c:34]2[cH:35][cH:36]1.[Na+:54].[Na+:59].[O:1]1[CH2:2][CH2:3][O:4][c:5]2[c:6]1[cH:7][cH:8][c:9]([CH2:11][N:12]([C:13]([O:14][C:15]([CH3:16])([CH3:17])[CH3:18])=[O:19])[CH:20]1[CH2:21][CH2:22][NH:23][CH2:24][CH2:25]1)[cH:10]2>>[O:1]1[CH2:2][CH2:3][O:4][c:5]2[c:6]1[cH:7][cH:8][c:9]([CH2:11][N:12]([C:13]([O:14][C:15]([CH3:16])([CH3:17])[CH3:18])=[O:19])[CH:20]1[CH2:21][CH2:22][N:23]([CH2:38][CH2:37][n:33]3[c:32](=[O:40])[cH:31][cH:30][c:29]4[cH:28][c:27]([Cl:26])[cH:36][cH:35][c:34]43)[CH2:24][CH2:25]1)[cH:10]2. Starting materials: ClC=1N=NC(=CC1)C=1C=NC=CC1 (3-chloro-6-(3-pyridinyl)pyridazine), NC(CO)CC (2-amino-1-butanol), C([O-])([O-])=O.[K+].[K+] (potassium carbonate). Run in C(C)O (ethanol). Conditions: temperature 130 celsius. Product: C(C)C1CN=C2N1N=C(C=C2)C=2C=NC=CC2 (2,3-dihydro-3-ethyl-6-(3-pyridinyl)imidazo[1,2-b]pyridazine). RXN SMILES: Cl[C:2]1[N:3]=[N:4][C:5]([C:8]2[CH:9]=[N:10][CH:11]=[CH:12][CH:13]=2)=[CH:6][CH:7]=1.[NH2:14][CH:15]([CH2:18][CH3:19])[CH2:16]O.C(=O)([O-])[O-].[K+].[K+]>C(O)C>[CH2:18]([CH:15]1[N:14]2[N:4]=[C:5]([C:8]3[CH:9]=[N:10][CH:11]=[CH:12][CH:13]=3)[CH:6]=[CH:7][C:2]2=[N:3][CH2:16]1)[CH3:19] |f:2.3.4|. Reported procedure: A mixture of 5 g of 3-chloro-6-(3-pyridinyl)pyridazine and 30 ml of 2-amino-1-butanol is heated at 130° C. for 18 hours. Then the volatiles are removed by bulb to bulb distillation under high vacuum. As for Example 1, the product is reacted with thionyl chloride and the obtained product is ring closed with potassium carbonate in ethanol to give 2,3-dihydro-3-ethyl-6-(3-pyridinyl)imidazo[1,2-b]pyridazine which is dehydrogenated with lead tetraacetate in dichloromethane to give the desired product...